Task: describe an organic reaction: reactants, conditions, products, and yield. Dataset: the Open Reaction Database (ORD), a public repository of structured organic reaction records Starting materials: CC1=NN2C(SC=C2)=C1C=1SC(=C(N1)C1=CC=CC=C1)C(=O)N (2-(6-methylpyrazolo[5,1-b][1,3]thiazol-7-yl)-4-phenyl-1,3-thiazole-5-carboxamide), COC(N(C)C)OC (N,N-dimethylformamide dimethyl acetal), O.NN (hydrazine monohydrate), C(C)(=O)O (acetic acid). Conditions: temperature 90 celsius, time 2 hour. The product is C(C)(=O)O.CC1=NN2C(SC=C2)=C1C=1SC(=C(N1)C1=CC=CC=C1)C1=NN=CN1 (6-methyl-7-[4-phenyl-5-(4H-1,2,4-triazol-3-yl)-1,3-thiazol-2-yl]pyrazolo[5,1-b][1,3]thiazole acetate). Yield: 33.0%. RXN SMILES: [CH3:1][C:2]1[C:9]([C:10]2[S:11][C:12]([C:21]([NH2:23])=O)=[C:13]([C:15]3[CH:20]=[CH:19][CH:18]=[CH:17][CH:16]=3)[N:14]=2)=[C:5]2[S:6][CH:7]=[CH:8][N:4]2[N:3]=1.O.[NH2:25]N.[C:27]([OH:30])(=[O:29])[CH3:28].COC(OC)[N:34]([CH3:36])C>>[C:27]([OH:30])(=[O:29])[CH3:28].[CH3:1][C:2]1[C:9]([C:10]2[S:11][C:12]([C:21]3[NH:23][CH:36]=[N:34][N:25]=3)=[C:13]([C:15]3[CH:20]=[CH:19][CH:18]=[CH:17][CH:16]=3)[N:14]=2)=[C:5]2[S:6][CH:7]=[CH:8][N:4]2[N:3]=1 |f:1.2,5.6|. Reported procedure: A suspension of 2-(6-methylpyrazolo[5,1-b][1,3]thiazol-7-yl)-4-phenyl-1,3-thiazole-5-carboxamide (79 mg, about 0.23 mmol) produced in the above in N,N-dimethylformamide dimethyl acetal (2 mL) was stirred at 90° C. for 2 hr. The reaction mixture was concentrated under reduced pressure, hydrazine monohydrate (0.017 mL, 0.35 mmol) and acetic acid (2 mL) were added to the residue, and the mixture was stirred at 90° C. for 1 hr. The reaction mixture was cooled to room temperature, and the resulting s... Reactants: CCO, CN(C)c1ccc([N+](=O)[O-])cn1, [H][H]. The product is CN(C)c1ccc(N)cn1. As a reaction SMILES: [CH3:15][CH2:16][OH:17].[CH3:1][N:2]([c:3]1[n:4][cH:5][c:6]([N+:9]([O-:10])=[O:11])[cH:7][cH:8]1)[CH3:12].[H:13][H:14]>>[CH3:1][N:2]([c:3]1[n:4][cH:5][c:6]([NH2:9])[cH:7][cH:8]1)[CH3:12]. Reactants: C(C)(=O)N1C(NCC1)=O (1-acetyl-2-imidazolidinone), BrC=1C=CC(=NC1)C(=O)N1CCN(CC1)C1=NC=C(C=C1C)C1CC1 ((5-bromopyridin-2-yl)[4-(5-cyclopropyl-3-methylpyridin-2-yl)piperazin-1-yl]methanone). Product: C(C)(=O)N1C(N(CC1)C=1C=NC(=CC1)C(=O)N1CCN(CC1)C1=NC=C(C=C1C)C1CC1)=O (1-acetyl-3-{6-[4-(5-cyclopropyl-3-methylpyridin-2-yl)piperazine-1-carbonyl]pyridin-3-yl}imidazolidin-2-one). Yield: 11.5%. As a reaction SMILES: [C:1]([N:4]1[CH2:8][CH2:7][NH:6][C:5]1=[O:9])(=[O:3])[CH3:2].Br[C:11]1[CH:12]=[CH:13][C:14]([C:17]([N:19]2[CH2:24][CH2:23][N:22]([C:25]3[C:30]([CH3:31])=[CH:29][C:28]([CH:32]4[CH2:34][CH2:33]4)=[CH:27][N:26]=3)[CH2:21][CH2:20]2)=[O:18])=[N:15][CH:16]=1>>[C:1]([N:4]1[CH2:8][CH2:7][N:6]([C:11]2[CH:16]=[N:15][C:14]([C:17]([N:19]3[CH2:24][CH2:23][N:22]([C:25]4[C:30]([CH3:31])=[CH:29][C:28]([CH:32]5[CH2:34][CH2:33]5)=[CH:27][N:26]=4)[CH2:21][CH2:20]3)=[O:18])=[CH:13][CH:12]=2)[C:5]1=[O:9])(=[O:3])[CH3:2]. Procedure: Using 1-acetyl-2-imidazolidinone (316 mg) and (5-bromopyridin-2-yl)[4-(5-cyclopropyl-3-methylpyridin-2-yl)piperazin-1-yl]methanone (900 mg) described in Preparation Example 135 and by the reaction and treatment in the same manner as in Example 1, the title compound (116 mg) was obtained. Reactants: O=C([O-])[O-], CCN(CC)C(=O)c1ccc(B(O)O)cc1, C1COCCO1, [Cs+], [Cs+], CN1C(=O)C2(CC(c3ccccc3)Oc3ccc(Br)cc32)N=C1N, Cl[Pd]Cl, c1ccc(P(c2ccccc2)c2ccccc2)cc1, c1ccc(P(c2ccccc2)c2ccccc2)cc1. Product: CCN(CC)C(=O)c1ccc(-c2ccc3c(c2)C2(CC(c4ccccc4)O3)N=C(N)N(C)C2=O)cc1. RXN SMILES: [C:47](=[O:48])([O-:49])[O-:50].[CH2:25]([CH3:26])[N:27]([C:28](=[O:29])[c:30]1[cH:31][cH:32][c:33]([B:36]([OH:37])[OH:38])[cH:34][cH:35]1)[CH2:39][CH3:40].[CH2:41]1[O:42][CH2:43][CH2:44][O:45][CH2:46]1.[Cs+:51].[Cs+:52].[NH2:1][C:2]1=[N:22][C:5]2([C:4](=[O:23])[N:3]1[CH3:24])[CH2:6][CH:7]([c:16]1[cH:17][cH:18][cH:19][cH:20][cH:21]1)[O:8][c:9]1[cH:10][cH:11][c:12]([Br:15])[cH:13][c:14]12.[Pd:53]([Cl:54])[Cl:55].[c:56]1([P:57]([c:58]2[cH:59][cH:60][cH:61][cH:62][cH:63]2)[c:64]2[cH:65][cH:66][cH:67][cH:68][cH:69]2)[cH:70][cH:71][cH:72][cH:73][cH:74]1.[c:75]1([P:76]([c:77]2[cH:78][cH:79][cH:80][cH:81][cH:82]2)[c:83]2[cH:84][cH:85][cH:86][cH:87][cH:88]2)[cH:89][cH:90][cH:91][cH:92][cH:93]1>>[NH2:1][C:2]1=[N:22][C:5]2([C:4](=[O:23])[N:3]1[CH3:24])[CH2:6][CH:7]([c:16]1[cH:17][cH:18][cH:19][cH:20][cH:21]1)[O:8][c:9]1[cH:10][cH:11][c:12](-[c:33]3[cH:32][cH:31][c:30]([C:28]([N:27]([CH2:25][CH3:26])[CH2:39][CH3:40])=[O:29])[cH:35][cH:34]3)[cH:13][c:14]12. Reactants: C(C)(=O)OCC.[Cl-].[Na+].O (ethyl acetate brine), CC1=C(N(C2=C(C=CC=C2)C)C2=CC=C(C=C2)B2OC(C(O2)(C)C)(C)C)C=CC=C1 (2-methyl-N-(4-(4,4,5,5-tetramethyl-1,3,2-dioxaborolan-2-yl)phenyl)-N-(o-tolyl)aniline), CC1=C(N(C2=C(C=CC=C2)C)C2=CC=C(C=C2)B2OC(C(O2)(C)C)(C)C)C=CC=C1 (2-methyl-N-(4-(4,4,5,5-tetramethyl-1,3,2-dioxaborolan-2-yl)phenyl)-N-(o-tolyl)aniline), BrC1=NC=C(N=C1)Br (2,5-dibromopyrazine), C(=O)([O-])[O-].[K+].[K+] (K2CO3). The reagents and catalysts are C=1C=CC(=CC1)[P](C=2C=CC=CC2)(C=3C=CC=CC3)[Pd]([P](C=4C=CC=CC4)(C=5C=CC=CC5)C=6C=CC=CC6)([P](C=7C=CC=CC7)(C=8C=CC=CC8)C=9C=CC=CC9)[P](C=1C=CC=CC1)(C=1C=CC=CC1)C=1C=CC=CC1 (Pd(PPh3)4). The solvent is O1CCOCC1.O (dioxane water). Reaction conditions: temperature 80 celsius. The product is BrC=1N=CC(=NC1)C1=CC=C(C=C1)N(C1=C(C=CC=C1)C)C1=C(C=CC=C1)C (N-(4-(5-bromopyrazin-2-yl)phenyl)-2-methyl-N-(o-tolyl)aniline). The yield is 53.0%. As a reaction SMILES: [CH3:1][C:2]1[CH:30]=[CH:29][CH:28]=[CH:27][C:3]=1[N:4]([C:12]1[CH:17]=[CH:16][C:15](B2OC(C)(C)C(C)(C)O2)=[CH:14][CH:13]=1)[C:5]1[CH:10]=[CH:9][CH:8]=[CH:7][C:6]=1[CH3:11].Br[C:32]1[CH:37]=[N:36][C:35]([Br:38])=[CH:34][N:33]=1.C([O-])([O-])=O.[K+].[K+].C(OCC)(=O)C.[Cl-].[Na+].O>O1CCOCC1.O.C1C=CC([P]([Pd]([P](C2C=CC=CC=2)(C2C=CC=CC=2)C2C=CC=CC=2)([P](C2C=CC=CC=2)(C2C=CC=CC=2)C2C=CC=CC=2)[P](C2C=CC=CC=2)(C2C=CC=CC=2)C2C=CC=CC=2)(C2C=CC=CC=2)C2C=CC=CC=2)=CC=1>[Br:38][C:35]1[N:36]=[CH:37][C:32]([C:15]2[CH:14]=[CH:13][C:12]([N:4]([C:3]3[CH:27]=[CH:28][CH:29]=[CH:30][C:2]=3[CH3:1])[C:5]3[CH:10]=[CH:9][CH:8]=[CH:7][C:6]=3[CH3:11])=[CH:17][CH:16]=2)=[N:33][CH:34]=1 |f:2.3.4,5.6.7.8,9.10,^1:64,66,85,104|. Reported procedure: 2-methyl-N-(4-(4,4,5,5-tetramethyl-1,3,2-dioxaborolan-2-yl)phenyl)-N-(o-tolyl)aniline (Compound 12) (3.3 g, 8.3 mmol), 2,5-dibromopyrazine (4.27 g, 16 mmol), Pd(PPh3)4 (0.46 g, 0.4 mmol), K2CO3 (2.21 g, 16 mmol) in dioxane/water (100 mL/16 mL), was degassed and heated at about 80° C. overnight. The resulting mixture was worked up with ethyl acetate/brine, dried over Na2SO4, loaded on silica gel, purified by flash column using eluents of hexanes to hexanes/dichloromethane 9:1 to 6:1 to 4:1). The ... Starting materials: CC(C)=O, [I-], [Na+], Cc1ccc(S(=O)(=O)OCC2NC(=O)C2NC(=O)C(NC(=O)OC(C)(C)C)c2ccccc2)cc1. The product is CC(C)(C)OC(=O)NC(C(=O)NC1C(=O)NC1CI)c1ccccc1. RXN SMILES: [CH3:38][C:39](=[O:40])[CH3:41].[I-:37].[Na+:36].[O:1]([S:2]([c:3]1[cH:4][cH:5][c:6]([CH3:7])[cH:8][cH:9]1)(=[O:10])=[O:11])[CH2:12][CH:13]1[NH:14][C:15](=[O:35])[CH:16]1[NH:17][C:18]([CH:19]([c:20]1[cH:21][cH:22][cH:23][cH:24][cH:25]1)[NH:26][C:27](=[O:28])[O:29][C:30]([CH3:31])([CH3:32])[CH3:33])=[O:34]>>[CH2:12]([CH:13]1[NH:14][C:15](=[O:35])[CH:16]1[NH:17][C:18]([CH:19]([c:20]1[cH:21][cH:22][cH:23][cH:24][cH:25]1)[NH:26][C:27](=[O:28])[O:29][C:30]([CH3:31])([CH3:32])[CH3:33])=[O:34])[I:37]. Reactants: BrC=1C=CC2=C(C(=NCC(=N2)NN)C2=CC=CC=C2)C1 (7-bromo-2-hydrazino-5-phenyl-3H-1,4-benzodiazepine), ClCC(CO)=O (1-chloro-3-hydroxypropanone). Run in O1CCCC1 (tetrahydrofuran). Yields the product BrC=1C=CC2=C(C(=NCC(=N2)NN=C(CCl)CO)C2=CC=CC=C2)C1 (7-bromo-2-[[2-chloro-1-(hydroxymethyl)ethylidene]hydrazino]-5-phenyl-3H-1,4-benzodiazepine). As a reaction SMILES: [Br:1][C:2]1[CH:3]=[CH:4][C:5]2[N:11]=[C:10]([NH:12][NH2:13])[CH2:9][N:8]=[C:7]([C:14]3[CH:19]=[CH:18][CH:17]=[CH:16][CH:15]=3)[C:6]=2[CH:20]=1.[Cl:21][CH2:22][C:23](=O)[CH2:24][OH:25]>O1CCCC1>[Br:1][C:2]1[CH:3]=[CH:4][C:5]2[N:11]=[C:10]([NH:12][N:13]=[C:23]([CH2:24][OH:25])[CH2:22][Cl:21])[CH2:9][N:8]=[C:7]([C:14]3[CH:19]=[CH:18][CH:17]=[CH:16][CH:15]=3)[C:6]=2[CH:20]=1. Procedure details: In the manner given in Example 1, 7-bromo-2-hydrazino-5-phenyl-3H-1,4-benzodiazepine in tetrahydrofuran can be treated with 1-chloro-3-hydroxypropanone under nitrogen to give 7-bromo-2-[[2-chloro-1-(hydroxymethyl)ethylidene]hydrazino]-5-phenyl-3H-1,4-benzodiazepine. The reactants are FC1=C(CC=2C=C(C=O)C=CC2OCC2=C(C=CC=C2)F)C=CC=C1 (3-(2-fluorobenzyl)-4-(2-fluorobenzyloxy)benzaldehyde), Cl.N[C@H](C)C(=O)N (D-alaninamide hydrochloride). Product: FC1=C(CC=2C=C(CN[C@@H](C(=O)N)C)C=CC2OCC2=C(C=CC=C2)F)C=CC=C1 ((R)-2-[3-(2-fluorobenzyl)-4-(2-fluorobenzyloxy)-benzylamino]propanamide). As a reaction SMILES: [F:1][C:2]1[CH:25]=[CH:24][CH:23]=[CH:22][C:3]=1[CH2:4][C:5]1[CH:6]=[C:7]([CH:10]=[CH:11][C:12]=1[O:13][CH2:14][C:15]1[CH:20]=[CH:19][CH:18]=[CH:17][C:16]=1[F:21])[CH:8]=O.Cl.[NH2:27][C@@H:28]([C:30]([NH2:32])=[O:31])[CH3:29]>>[F:1][C:2]1[CH:25]=[CH:24][CH:23]=[CH:22][C:3]=1[CH2:4][C:5]1[CH:6]=[C:7]([CH:10]=[CH:11][C:12]=1[O:13][CH2:14][C:15]1[CH:20]=[CH:19][CH:18]=[CH:17][C:16]=1[F:21])[CH2:8][NH:27][C@H:28]([CH3:29])[C:30]([NH2:32])=[O:31] |f:1.2|. Reported procedure: The compound of the title is prepared by reacting 3-(2-fluorobenzyl)-4-(2-fluorobenzyloxy)benzaldehyde (VIb) prepared as in Example 9a) with D-alaninamide hydrochloride according to the procedure of the Example 8b).